From a dataset of the Open Reaction Database (ORD), a public repository of structured organic reaction records. describe an organic reaction: reactants, conditions, products, and yield Reactants: CS(=O)(=O)O, CCOC(C)=O, COCc1cc(OC)c(-c2csc3c(N(CC4CCC4)C4CCOCC4)c(OC)nn23)c(OC)c1. The product is CS(=O)(=O)O, COCc1cc(OC)c(-c2csc3c(N(CC4CCC4)C4CCOCC4)c(OC)nn23)c(OC)c1. As a reaction SMILES: [CH3:36][S:37]([OH:38])(=[O:39])=[O:40].[CH3:41][CH2:42][O:43][C:44](=[O:45])[CH3:46].[CH:1]1([CH2:5][N:6]([c:7]2[c:8]([O:28][CH3:29])[n:9][n:10]3[c:11]2[s:12][cH:13][c:14]3-[c:15]2[c:16]([O:26][CH3:27])[cH:17][c:18]([CH2:23][O:24][CH3:25])[cH:19][c:20]2[O:21][CH3:22])[CH:30]2[CH2:31][CH2:32][O:33][CH2:34][CH2:35]2)[CH2:2][CH2:3][CH2:4]1>>[CH3:36][S:37](=[O:38])(=[O:39])[OH:40].[CH:1]1([CH2:5][N:6]([c:7]2[c:8]([O:28][CH3:29])[n:9][n:10]3[c:11]2[s:12][cH:13][c:14]3-[c:15]2[c:16]([O:26][CH3:27])[cH:17][c:18]([CH2:23][O:24][CH3:25])[cH:19][c:20]2[O:21][CH3:22])[CH:30]2[CH2:31][CH2:32][O:33][CH2:34][CH2:35]2)[CH2:2][CH2:3][CH2:4]1. The reactants are FC1=C(C=CC=C1)O (2-fluorophenol), BrCCC(=O)O (3-bromopropanoic acid), [OH-].[Na+] (NaOH), Cl (HCl). The solvent is O (water). Product: FC1=C(OCCC(=O)O)C=CC=C1 (3-(2-fluorophenoxy)propanoic acid). The yield is 38.5%. RXN SMILES: [F:1][C:2]1[CH:7]=[CH:6][CH:5]=[CH:4][C:3]=1[OH:8].Br[CH2:10][CH2:11][C:12]([OH:14])=[O:13].[OH-].[Na+].Cl>O>[F:1][C:2]1[CH:7]=[CH:6][CH:5]=[CH:4][C:3]=1[O:8][CH2:10][CH2:11][C:12]([OH:14])=[O:13] |f:2.3|. Procedure: A mixture of 2-fluorophenol (1) (15 g), 3-bromopropanoic acid (20 g) and NaOH (11 g) was refluxed in 50 mL of water. The solution was cooled to room temperature and acidified to pH 2 with 3 M HCl. The resulting precipitate was isolated by filtration to yield 9.27 g of title compound as a white solid. The filtrate was extracted three times with EtOAc to yield 2.5 g of less pure compound (2). Starting materials: BrB(Br)Br, CCCCN(Cc1ccccc1)C(=O)Nc1cccc(Cl)c1OC, ClCCl, O. The product is CCCCN(Cc1ccccc1)C(=O)Nc1cccc(Cl)c1O. RXN SMILES: [B:25]([Br:26])([Br:27])[Br:28].[CH2:1]([c:2]1[cH:3][cH:4][cH:5][cH:6][cH:7]1)[N:8]([C:9](=[O:10])[NH:11][c:12]1[c:13]([O:19][CH3:20])[c:14]([Cl:18])[cH:15][cH:16][cH:17]1)[CH2:21][CH2:22][CH2:23][CH3:24].[CH2:29]([Cl:30])[Cl:31].[OH2:32]>>[CH2:1]([c:2]1[cH:3][cH:4][cH:5][cH:6][cH:7]1)[N:8]([C:9](=[O:10])[NH:11][c:12]1[c:13]([OH:19])[c:14]([Cl:18])[cH:15][cH:16][cH:17]1)[CH2:21][CH2:22][CH2:23][CH3:24]. The reactants are CCO, NCCC=Cc1cncc2ccccc12. Product: NCCCCc1cncc2ccccc12. Reaction SMILES: [CH3:16][CH2:17][OH:18].[cH:1]1[n:2][cH:3][c:4]([CH:11]=[CH:12][CH2:13][CH2:14][NH2:15])[c:5]2[cH:6][cH:7][cH:8][cH:9][c:10]12>>[cH:1]1[n:2][cH:3][c:4]([CH2:11][CH2:12][CH2:13][CH2:14][NH2:15])[c:5]2[cH:6][cH:7][cH:8][cH:9][c:10]12. Starting materials: CCOC(=O)C(C)S(=O)(=O)c1ccc(OC)cc1, CC(C)=O, [K+], [K+], ClCc1ccc(OCCN2CCCCC2)cc1, O=C([O-])[O-], C1COCCOCCOCCOCCOCCO1. The product is CCOC(=O)C(C)(Cc1ccc(OCCN2CCCCC2)cc1)S(=O)(=O)c1ccc(OC)cc1. RXN SMILES: [CH2:1]([CH3:2])[O:3][C:4]([CH:5]([CH3:6])[S:7](=[O:8])(=[O:9])[c:10]1[cH:11][cH:12][c:13]([O:16][CH3:17])[cH:14][cH:15]1)=[O:18].[CH3:60][C:61](=[O:62])[CH3:63].[K+:36].[K+:37].[N:19]1([CH2:25][CH2:26][O:27][c:28]2[cH:29][cH:30][c:31]([CH2:32][Cl:33])[cH:34][cH:35]2)[CH2:20][CH2:21][CH2:22][CH2:23][CH2:24]1.[O-:38][C:39]([O-:40])=[O:41].[O:42]1[CH2:43][CH2:44][O:45][CH2:46][CH2:47][O:48][CH2:49][CH2:50][O:51][CH2:52][CH2:53][O:54][CH2:55][CH2:56][O:57][CH2:58][CH2:59]1>>[CH2:1]([CH3:2])[O:3][C:4]([C:5]([CH3:6])([S:7](=[O:8])(=[O:9])[c:10]1[cH:11][cH:12][c:13]([O:16][CH3:17])[cH:14][cH:15]1)[CH2:32][c:31]1[cH:30][cH:29][c:28]([O:27][CH2:26][CH2:25][N:19]2[CH2:20][CH2:21][CH2:22][CH2:23][CH2:24]2)[cH:35][cH:34]1)=[O:18]. The reactants are ClC=1C=C2C=C(N(C2=CC1)S(=O)(=O)C1=CC=CC=C1)S(=O)(=O)N1CC(N(CC1)C(=O)OC(C)(C)C)CC=O (4-[(5-chloro-1-phenylsulfonylindol-2-yl)sulfonyl]-1-(tert-butoxycarbonyl)-2-(formylmethyl)piperazine), C(CO)O (ethylene glycol), C(C)(=O)OCC (Ethyl acetate), CC=1C=CC(=CC1)S(=O)(=O)O.O (p-TsOH.H2O). Run in C1(=CC=CC=C1)C (toluene). Run at temperature 60 celsius, time 16 hour. Yields the product ClC=1C=C2C=C(N(C2=CC1)S(=O)(=O)C1=CC=CC=C1)S(=O)(=O)N1CC(N(CC1)C(=O)OC(C)(C)C)CC1OCCO1 (4-[(5-Chloro-1-phenylsulfonylindol-2-yl)sulfonyl]-1-(tert-butoxycarbonyl)-2-[(1,3-dioxolan-2-yl)methyl]piperazine). RXN SMILES: [Cl:1][C:2]1[CH:3]=[C:4]2[C:8](=[CH:9][CH:10]=1)[N:7]([S:11]([C:14]1[CH:19]=[CH:18][CH:17]=[CH:16][CH:15]=1)(=[O:13])=[O:12])[C:6]([S:20]([N:23]1[CH2:28][CH2:27][N:26]([C:29]([O:31][C:32]([CH3:35])([CH3:34])[CH3:33])=[O:30])[CH:25]([CH2:36][CH:37]=[O:38])[CH2:24]1)(=[O:22])=[O:21])=[CH:5]2.[CH2:39](O)[CH2:40][OH:41].CC1C=CC(S(O)(=O)=O)=CC=1.O.C(OCC)(=O)C>C1(C)C=CC=CC=1>[Cl:1][C:2]1[CH:3]=[C:4]2[C:8](=[CH:9][CH:10]=1)[N:7]([S:11]([C:14]1[CH:15]=[CH:16][CH:17]=[CH:18][CH:19]=1)(=[O:13])=[O:12])[C:6]([S:20]([N:23]1[CH2:28][CH2:27][N:26]([C:29]([O:31][C:32]([CH3:33])([CH3:34])[CH3:35])=[O:30])[CH:25]([CH2:36][CH:37]3[O:41][CH2:40][CH2:39][O:38]3)[CH2:24]1)(=[O:21])=[O:22])=[CH:5]2 |f:2.3|. Procedure: In toluene (10 mL) were dissolved 4-[(5-chloro-1-phenylsulfonylindol-2-yl)sulfonyl]-1-(tert-butoxycarbonyl)-2-(formylmethyl)piperazine (440 mg) and ethylene glycol (71 mg, followed by the addition of p-TsOH.H2O (15 mg). The resulting mixture was heated to 60° C. and stirred for 16 hours. Ethyl acetate was added to the reaction mixture. The resulting mixture was washed with a saturated aqueous solution of sodium bicarbonate. The organic layer was dried over anhydrous MgSO4 and distilled under red... The reactants are CNC(=C[N+](=O)[O-])NCCSCC1=CC=C(O1)CN(C)C (ranitidine), N[C@@H](CC(=O)O)C(=O)O (aspartic acid). Run in ClCCl (dichloromethane). Run at time 3 hour. Product: CNC(=C[N+](=O)[O-])NCCSCC1=CC=C(O1)CN(C)C.N[C@@H](CC(=O)[O-])C(=O)[O-] (Ranitidine aspartate). Isolated yield 97.0%. RXN SMILES: [CH3:1][NH:2][C:3]([NH:8][CH2:9][CH2:10][S:11][CH2:12][C:13]1[O:17][C:16]([CH2:18][N:19]([CH3:21])[CH3:20])=[CH:15][CH:14]=1)=[CH:4][N+:5]([O-:7])=[O:6].[NH2:22][C@H:23]([C:28]([OH:30])=[O:29])[CH2:24][C:25]([OH:27])=[O:26]>ClCCl>[CH3:1][NH:2][C:3]([NH:8][CH2:9][CH2:10][S:11][CH2:12][C:13]1[O:17][C:16]([CH2:18][N:19]([CH3:20])[CH3:21])=[CH:15][CH:14]=1)=[CH:4][N+:5]([O-:7])=[O:6].[NH2:22][C@H:23]([C:28]([O-:30])=[O:29])[CH2:24][C:25]([O-:27])=[O:26] |f:3.4|. Reported procedure: A mixture of 1.57 g (0.5 cmole) of ranitidine and 0.66 g (0.5 cmole) of aspartic acid was suspended in 15 ml of dichloromethane. The mixture was stirred for 3 hours at room temperature, was filtered, washed with dichloromethane and dried. Weight: 2.16 g (yield 97%). M.p. 163°-166° C. IR FIG. 4. The reactants are Cc1ccccc1, Cl, Cc1nn(-c2cc(OC(C)C)c(Cl)cc2F)c(C)c1[N+](=O)[O-], [Fe], [Na+], [OH-], O. The product is Cc1nn(-c2cc(OC(C)C)c(Cl)cc2F)c(C)c1N. Reaction SMILES: [CH3:26][c:27]1[cH:28][cH:29][cH:30][cH:31][cH:32]1.[ClH:23].[F:1][c:2]1[c:3](-[n:13]2[n:14][c:15]([CH3:22])[c:16]([N+:19]([O-:20])=[O:21])[c:17]2[CH3:18])[cH:4][c:5]([O:9][CH:10]([CH3:11])[CH3:12])[c:6]([Cl:8])[cH:7]1.[Fe:34].[Na+:25].[OH-:24].[OH2:33]>>[F:1][c:2]1[c:3](-[n:13]2[n:14][c:15]([CH3:22])[c:16]([NH2:19])[c:17]2[CH3:18])[cH:4][c:5]([O:9][CH:10]([CH3:11])[CH3:12])[c:6]([Cl:8])[cH:7]1. The reactants are [Al+3], O=C([O-])O, C1CCOC1, CN1CCNc2cc(Cl)ccc2CC1, Cl, [H-], [H-], [H-], [H-], [Li+], O=N[O-], [Na+], [Na+], O. The product is CN1CCc2ccc(Cl)cc2N(N)CC1. Reaction SMILES: [Al+3:25].[C:19](=[O:20])([OH:21])[O-:22].[CH2:32]1[O:33][CH2:34][CH2:35][CH2:36]1.[Cl:1][c:2]1[cH:3][cH:4][c:5]2[c:6]([cH:14]1)[NH:7][CH2:8][CH2:9][N:10]([CH3:13])[CH2:11][CH2:12]2.[ClH:30].[H-:24].[H-:27].[H-:28].[H-:29].[Li+:26].[N:15]([O-:16])=[O:17].[Na+:18].[Na+:23].[OH2:31]>>[Cl:1][c:2]1[cH:3][cH:4][c:5]2[c:6]([cH:14]1)[N:7]([NH2:15])[CH2:8][CH2:9][N:10]([CH3:13])[CH2:11][CH2:12]2.